From a dataset of the Open Reaction Database (ORD), a public repository of structured organic reaction records. describe an organic reaction: reactants, conditions, products, and yield The reactants are C(C1=CC=CC=C1)O (benzyl alcohol), [H-].[Na+] (sodium hydride), ClC1=NC=C(C(N1)=O)F (2-chloro-5-fluoropyrimidin-4-one). Solvent: C1(=CC=CC=C1)C (toluene). Product: C(C1=CC=CC=C1)OC1=NC=C(C(N1)=O)F (2-benzyloxy-5-fluoropyrimidin-4-one). The yield is 78.2%. As a reaction SMILES: [CH2:1]([OH:8])[C:2]1[CH:7]=[CH:6][CH:5]=[CH:4][CH:3]=1.[H-].[Na+].Cl[C:12]1[NH:17][C:16](=[O:18])[C:15]([F:19])=[CH:14][N:13]=1>C1(C)C=CC=CC=1>[CH2:1]([O:8][C:12]1[NH:17][C:16](=[O:18])[C:15]([F:19])=[CH:14][N:13]=1)[C:2]1[CH:7]=[CH:6][CH:5]=[CH:4][CH:3]=1 |f:1.2|. Procedure details: A 100 ml quantity of benzyl alcohol and 7.2 g of sodium hydride are added to 100 ml of absolute toluene, and the mixture is refluxed for 1 hour. Subsequently 14.9 g of 2-chloro-5-fluoropyrimidin-4-one is added to the reaction mixture, and the resulting mixture is heated in a sealed tube at 140° to 150° C for 6 hours for reaction. The reaction mixture is further treated in the same manner as in Example 6 to give 17.2 g of white crystalline 2-benzyloxy-5-fluoropyrimidin-4-one in a yield of 78.2%, ... Starting materials: C(C1=CC=CC=C1)N1CCC(CC1)NN (1-benzyl-4-hydrazinopiperidine), C(C1=CC=CC=C1)C(C(=O)OCC)C(=O)C (ethyl 2-benzylacetoacetate). Solvent: xylenes. The product is C(C1=CC=CC=C1)N1CCC(CC1)N1NC(=C(C1=O)CC1=CC=CC=C1)C (1-Benzyl-4-(4-benzyl-5-methyl-1H-pyrazol-3(2H)-on-2-yl)-piperidine). Yield: 60.2%. Reaction SMILES: [CH2:1]([N:8]1[CH2:13][CH2:12][CH:11]([NH:14][NH2:15])[CH2:10][CH2:9]1)[C:2]1[CH:7]=[CH:6][CH:5]=[CH:4][CH:3]=1.[CH2:16]([CH:23]([C:29]([CH3:31])=O)[C:24](OCC)=[O:25])[C:17]1[CH:22]=[CH:21][CH:20]=[CH:19][CH:18]=1>>[CH2:1]([N:8]1[CH2:9][CH2:10][CH:11]([N:14]2[C:24](=[O:25])[C:23]([CH2:16][C:17]3[CH:22]=[CH:21][CH:20]=[CH:19][CH:18]=3)=[C:29]([CH3:31])[NH:15]2)[CH2:12][CH2:13]1)[C:2]1[CH:3]=[CH:4][CH:5]=[CH:6][CH:7]=1. Procedure: A mixture of 1.52 g 1-benzyl-4-hydrazinopiperidine and 2.0 g of ethyl 2-benzylacetoacetate in 20 mL of xylenes was refluxed for 1 hour. The solvent was removed under reduced pressure and the residue purified by silica gel chromatography (300 mL column). Elution with 0-5% MeOH in dichloromethane gave 1.61 g of product, 1-benzyl-4-(4-benzyl-5-methyl-1H-pyrazol-3(2H)-on-2-yl)-piperidine. ESI-MS 362.2 (M+H); HPLC A: 2.05 min. Reactants: CCO, COC1c2ccccc2C2CNCC21, CC=O, Cl. Product: CCN1CC2c3ccccc3C(OC)C2C1, Cl. RXN SMILES: [CH3:19][CH2:20][OH:21].[CH3:2][O:3][CH:4]1[c:5]2[cH:6][cH:7][cH:8][cH:9][c:10]2[CH:11]2[CH2:12][NH:13][CH2:14][CH:15]12.[CH:16]([CH3:17])=[O:18].[ClH:1]>>[CH3:2][O:3][CH:4]1[c:5]2[cH:6][cH:7][cH:8][cH:9][c:10]2[CH:11]2[CH2:12][N:13]([CH2:16][CH3:17])[CH2:14][CH:15]12.[ClH:1]. Reactants: CSC(=CC(=O)C1C2CC3(COC3)CC12)SC (3,3-bis(methylthio)-1-(spiro[bicyclo[3.1.0]hexane-3,3′-oxetan]-6-yl)prop-2-en-1-one), FC(OC=1C(=NC=C(C1)B1OC(C(O1)(C)C)(C)C)N)F (3-(difluoromethoxy)-5-(4,4,5,5-tetramethyl-1,3,2-dioxaborolan-2-yl)pyridin-2-amine), C([O-])([O-])=O.[Cs+].[Cs+] (cesium carbonate). The reagents and catalysts are S1C(=CC=C1)C(=O)[O-].[Cu+] (copper(I) thiophene-2-carboxylate), Cl[Pd]([P](C1=CC=CC=C1)(C2=CC=CC=C2)C3=CC=CC=C3)([P](C4=CC=CC=C4)(C5=CC=CC=C5)C6=CC=CC=C6)Cl (bis(triphenylphosphine)palladium(II) dichloride). Run in O1CCCC1.O (tetrahydrofuran water). Conditions: temperature 110 celsius. Product: NC1=C(C=C(C=N1)\C(=C/C(=O)C1C2CC3(COC3)CC12)\SC)OC(F)F ((E)-3-(6-amino-5-(difluoromethoxy)pyridin-3-yl)-3-(methylthio)-1-(spiro[bicyclo[3.1.0]hexane-3,3′-oxetan]-6-yl)prop-2-en-1-one). The yield is 18.8%. Reaction SMILES: CS[C:3]([S:16][CH3:17])=[CH:4][C:5]([CH:7]1[CH:15]2[CH:8]1[CH2:9][C:10]1([CH2:14]2)[CH2:13][O:12][CH2:11]1)=[O:6].[F:18][CH:19]([F:37])[O:20][C:21]1[C:22]([NH2:36])=[N:23][CH:24]=[C:25](B2OC(C)(C)C(C)(C)O2)[CH:26]=1.C(=O)([O-])[O-].[Cs+].[Cs+]>S1C=CC=C1C([O-])=O.[Cu+].Cl[Pd](Cl)([P](C1C=CC=CC=1)(C1C=CC=CC=1)C1C=CC=CC=1)[P](C1C=CC=CC=1)(C1C=CC=CC=1)C1C=CC=CC=1.O1CCCC1.O>[NH2:36][C:22]1[N:23]=[CH:24][C:25](/[C:3](/[S:16][CH3:17])=[CH:4]\[C:5]([CH:7]2[CH:15]3[CH:8]2[CH2:9][C:10]2([CH2:14]3)[CH2:13][O:12][CH2:11]2)=[O:6])=[CH:26][C:21]=1[O:20][CH:19]([F:37])[F:18] |f:2.3.4,5.6,8.9,^1:55,74|. Procedure: To a solution of 3,3-bis(methylthio)-1-(spiro[bicyclo[3.1.0]hexane-3,3′-oxetan]-6-yl)prop-2-en-1-one (250 mg, 924 mmol) in 6:1 tetrahydrofuran/water (3.5 mL) was added 3-(difluoromethoxy)-5-(4,4,5,5-tetramethyl-1,3,2-dioxaborolan-2-yl)pyridin-2-amine (317 mg, 1.11 mmol), copper(I) thiophene-2-carboxylate (353 mg, 1.85 mmol), cesium carbonate (602 mg, 1.85 mmol), and bis(triphenylphosphine)palladium(II) dichloride (65 mg, 92 mmol). The reaction mixture was heated at 110° C. with microwave irradia... Starting materials: Cl.C(C)OC(=O)C1C(CN(CC1)CC1=CC=CC=C1)=O (1-benzyl-3-oxo-piperidine-4-carboxylic acid ethyl ester hydrochloride), FC(C(=O)[O-])(F)F.C(C)[N+](=C(N)N)CC (diethyl guanidinium trifluoroacetate), [O-]CC.[Na+] (sodium ethoxide). Run in CCO (EtOH), O (H2O). Yields the product C(C1=CC=CC=C1)N1CC=2N=C(N=C(C2CC1)O)N(CC)CC (7-Benzyl-2-diethylamino-5,6,7,8-tetrahydro-pyrido[3,4-d]pyrimidin-4-ol). The yield is 69.4%. Reaction SMILES: Cl.C(O[C:5]([CH:7]1[CH2:12][CH2:11][N:10]([CH2:13][C:14]2[CH:19]=[CH:18][CH:17]=[CH:16][CH:15]=2)[CH2:9][C:8]1=O)=[O:6])C.FC(F)(F)C([O-])=O.[CH2:28]([N+:30]([CH2:34][CH3:35])=[C:31]([NH2:33])[NH2:32])[CH3:29].[O-]CC.[Na+]>CCO.O>[CH2:13]([N:10]1[CH2:11][CH2:12][C:7]2[C:5]([OH:6])=[N:33][C:31]([N:30]([CH2:34][CH3:35])[CH2:28][CH3:29])=[N:32][C:8]=2[CH2:9]1)[C:14]1[CH:15]=[CH:16][CH:17]=[CH:18][CH:19]=1 |f:0.1,2.3,4.5|. Procedure: To a solution of 1-benzyl-3-oxo-piperidine-4-carboxylic acid ethyl ester hydrochloride (2.11 g, 7.1 mmol) in EtOH (35 mL) was added diethyl guanidinium trifluoroacetate (1.5 g, 7.1 mmol) and sodium ethoxide (21 wt % in EtOH, 6.7 mL). The reaction was heated at reflux for 16 h then cooled to room temperature (rt). The reaction mixture was diluted with H2O and extracted with CH2Cl2 (2×). The combined organic extracts were dried and concentrated. The resulting material was triturated with Et2O to g... Starting materials: C1(=CC=CC=C1)C (toluene), [Cl-].[Na+] (sodium chloride), [Cl-].[Al+3].[Cl-].[Cl-] (aluminum chloride), C(C=C)[SiH](Cl)Cl (allyldichlorosilane). Conditions: temperature 50 celsius. Product: CC1=C(C=CC=C1)C(C[SiH](Cl)Cl)C (3-(methylphenyl)-1,1-dichloro-1-silabutane). Isolated yield 71.0%. RXN SMILES: [C:1]1([CH3:7])[CH:6]=[CH:5][CH:4]=[CH:3][CH:2]=1.[Cl-].[Al+3].[Cl-].[Cl-].[CH2:12]([SiH:15]([Cl:17])[Cl:16])[CH:13]=[CH2:14].[Cl-].[Na+]>>[CH3:7][C:1]1[CH:6]=[CH:5][CH:4]=[CH:3][C:2]=1[CH:13]([CH3:14])[CH2:12][SiH:15]([Cl:17])[Cl:16] |f:1.2.3.4,6.7|. Procedure: In the same apparatus and procedures as EXAMPLE 1, 19.3 g (210 mmol) of toluene and 0.9 g (7.0 mmol) of aluminum chloride were placed and reacted with 10.0 g (70 mmol) of allyldichlorosilane under the dry nitrogen atmosphere for 30 min. After stirring the solution for another an hour, 2.0 g (30 mmol) of sodium chloride was added to reaction mixture, warmed up to 50° C. and stirred for two hours to deactivate the catalyst. Vacuum distillation of the reaction products gave 11.7 g (bp, 73°-76° C./0... Reactants: NC1=CC=C(C=C1)C1=C(C2=C(S1)C=CC=C2)CC2=CC=C(C=C2)OCCN2CCCC2 (2-(4-aminophenyl)-3-[4-[2-(1-pyrrolidinyl)ethoxy]benzyl]benzo[b]thiophene), N1C=NC(=C1)C(=O)O (4-imidazolecarboxylic acid), O=S(Cl)Cl (SOCl2). Reagents/catalysts: CN(C)C=O (DMF). The solvent is ClC(C)Cl (dichloroethane), C(=O)(O)[O-].[Na+] (NaHCO3), ClC(C)Cl (dichloroethane). Yields the product Cl.Cl.N1(CCCC1)CCOC1=CC=C(CC=2C3=C(SC2C2=CC=C(C=C2)NC(=O)C=2N=CNC2)C=CC=C3)C=C1 (3-[4-[2-(1-Pyrrolidinyl)ethoxy]benzyl]-2-[4-(4-imidazolylcarbonylamino)phenyl]benzo[b]thiophene Dihydrochloride). As a reaction SMILES: [NH:1]1[CH:5]=[C:4]([C:6]([OH:8])=O)[N:3]=[CH:2]1.O=S(Cl)[Cl:11].[NH2:13][C:14]1[CH:19]=[CH:18][C:17]([C:20]2[S:24][C:23]3[CH:25]=[CH:26][CH:27]=[CH:28][C:22]=3[C:21]=2[CH2:29][C:30]2[CH:35]=[CH:34][C:33]([O:36][CH2:37][CH2:38][N:39]3[CH2:43][CH2:42][CH2:41][CH2:40]3)=[CH:32][CH:31]=2)=[CH:16][CH:15]=1>ClC(Cl)C.CN(C=O)C.C([O-])(O)=O.[Na+]>[ClH:11].[ClH:11].[N:39]1([CH2:38][CH2:37][O:36][C:33]2[CH:34]=[CH:35][C:30]([CH2:29][C:21]3[C:22]4[CH:28]=[CH:27][CH:26]=[CH:25][C:23]=4[S:24][C:20]=3[C:17]3[CH:18]=[CH:19][C:14]([NH:13][C:6]([C:4]4[N:3]=[CH:2][NH:1][CH:5]=4)=[O:8])=[CH:15][CH:16]=3)=[CH:31][CH:32]=2)[CH2:40][CH2:41][CH2:42][CH2:43]1 |f:5.6,7.8.9|. Procedure: A slurry of 40 mg (0.35 mmol) of 4-imidazolecarboxylic acid in 5 mL of dichloroethane was treated with 1 drop DMF followed by 0.10 mL (1.37 mmol) of SOCl2. The mixture was heated to mild reflux for 2 h, concentrated in vacuo, and the residue reconstituted in 5 mL dichloroethane. A solution of 300 mg (0.70 mmol) of 2-(4-aminophenyl)-3-[4-[2-(1-pyrrolidinyl)ethoxy]benzyl]benzo[b]thiophene (Part D) in 5 mL of dichloroethane was added and the mixture heated to mild reflux for 16 h. The reaction was ...